From a dataset of the Open Reaction Database (ORD), a public repository of structured organic reaction records. describe an organic reaction: reactants, conditions, products, and yield The reactants are C(C)(C)(C)C1OC2CCC=CCCC=CCCC2O1 (14-tert-butyl-13,15-dioxabicyclo[10.3.0]pentadeca-4,8-diene), solution, CC(C)C[AlH]CC(C)C (DIBAH). The solvent is C1(=CC=CC=C1)C (toluene). The product is CC(COC1CCC=CCCC=CCCC1O)(C)C (12-(2,2-dimethylpropoxy)-4,8-cyclododecadien-1-ol). Yield: 92.0%. As a reaction SMILES: [C:1]([CH:5]1[O:19][CH:18]2[CH:7]([CH2:8][CH2:9][CH:10]=[CH:11][CH2:12][CH2:13][CH:14]=[CH:15][CH2:16][CH2:17]2)[O:6]1)([CH3:4])([CH3:3])[CH3:2].CC(C[AlH]CC(C)C)C>C1(C)C=CC=CC=1>[CH3:2][C:1]([CH3:4])([CH3:3])[CH2:5][O:6][CH:7]1[CH:18]([OH:19])[CH2:17][CH2:16][CH:15]=[CH:14][CH2:13][CH2:12][CH:11]=[CH:10][CH2:9][CH2:8]1. Reported procedure: Preparation steps identical to those described in example 1(b) were carried out using 5.2 g of 14-tert-butyl-13,15-dioxabicyclo[10.3.0]pentadeca-4,8-diene and 32.8 ml of a 1.2M solution of DIBAH in toluene. After acidification, the reaction mixture was washed with ether, then with brine, dried, concentrated and distilled in a bulb-to-bulb apparatus. 4.82 g of 12-(2,2-dimethylpropoxy)-4,8-cyclododecadien-1-ol were obtained. The reactants are [H-].[Na+] (sodium hydride), CC1=C(C(=CC=C1)C)C1=CC(=CC=C1)CO ((2′,6′-dimethylbiphenyl-3-yl)methanol), ClC1=NC=C(C#N)C=C1 (6-chloronicotinonitrile). Run in C1CCOC1 (THF). Reaction conditions: time 15 minute. Product: CC1=C(C(=CC=C1)C)C1=CC(=CC=C1)COC1=NC=C(C#N)C=C1 (6-[(2′,6′-dimethylbiphenyl-3-yl)methoxy]nicotinonitrile). Reaction SMILES: [H-].[Na+].[CH3:3][C:4]1[CH:9]=[CH:8][CH:7]=[C:6]([CH3:10])[C:5]=1[C:11]1[CH:16]=[CH:15][CH:14]=[C:13]([CH2:17][OH:18])[CH:12]=1.Cl[C:20]1[CH:27]=[CH:26][C:23]([C:24]#[N:25])=[CH:22][N:21]=1>C1COCC1>[CH3:10][C:6]1[CH:7]=[CH:8][CH:9]=[C:4]([CH3:3])[C:5]=1[C:11]1[CH:16]=[CH:15][CH:14]=[C:13]([CH2:17][O:18][C:20]2[CH:27]=[CH:26][C:23]([C:24]#[N:25])=[CH:22][N:21]=2)[CH:12]=1 |f:0.1|. Procedure: In an atmosphere of nitrogen, sodium hydride was added under ice-cooling to a THF solution of (2′,6′-dimethylbiphenyl-3-yl)methanol, followed by stirring at that temperature for 15 minutes. Thereafter, 6-chloronicotinonitrile was added to the reaction mixture under ice-cooling, followed by warming up to room temperature and stirring for 3 hours to obtain 6-[(2′,6′-dimethylbiphenyl-3-yl)methoxy]nicotinonitrile. Starting materials: C1CCOC1, C1CCOC1, C[Si](C)(C)[N-][Si](C)(C)C, COc1ccc2[nH]c(=O)nc(-c3ccc(C(C)C)cc3)c2c1, ClCc1ccc(Cl)cc1, [I-], [Li+], [Na+], CN(C)C=O. Product: COc1ccc2c(c1)c(-c1ccc(C(C)C)cc1)nc(=O)n2Cc1ccc(Cl)cc1. RXN SMILES: [CH2:44]1[O:45][CH2:46][CH2:47][CH2:48]1.[CH2:54]1[O:55][CH2:56][CH2:57][CH2:58]1.[CH3:24][Si:25]([N-:26][Si:27]([CH3:28])([CH3:29])[CH3:30])([CH3:31])[CH3:32].[CH:1]([CH3:2])([CH3:3])[c:4]1[cH:5][cH:6][c:7](-[c:10]2[n:11][c:12](=[O:22])[nH:13][c:14]3[cH:15][cH:16][c:17]([O:20][CH3:21])[cH:18][c:19]23)[cH:8][cH:9]1.[Cl:33][c:34]1[cH:35][cH:36][c:37]([CH2:38][Cl:39])[cH:40][cH:41]1.[I-:43].[Li+:23].[Na+:42].[O:49]=[CH:50][N:51]([CH3:52])[CH3:53]>>[CH:1]([CH3:2])([CH3:3])[c:4]1[cH:5][cH:6][c:7](-[c:10]2[n:11][c:12](=[O:22])[n:13]([CH2:38][c:37]3[cH:36][cH:35][c:34]([Cl:33])[cH:41][cH:40]3)[c:14]3[cH:15][cH:16][c:17]([O:20][CH3:21])[cH:18][c:19]23)[cH:8][cH:9]1. The reactants are C1(=CC=C(C=C1)S(=O)(=O)NC(CC1=CC=C(OCC(=O)OCC)C=C1)C=1C=NC=CC1)C (Ethyl 4-[2-(4-toluene sulfonamido)-2-(3-pyridyl)ethyl]phenoxyacetate), C(C)O (ethanol), [OH-].[Na+] (sodium hydroxide). The solvent is O1CCCC1 (tetrahydrofuran). Conditions: time 1 hour. The product is C(C)C(C(=O)O)OC1=CC=C(C=C1)CC(C=1C=NC=CC1)NS(=O)(=O)C1=CC=C(C=C1)C (ethyl 4-[2-(4-toluene sulfonamido)-2-(3-pyridyl)- ethyl]phenoxyacetic acid). RXN SMILES: [C:1]1([CH3:32])[CH:6]=[CH:5][C:4]([S:7]([NH:10][CH:11]([C:26]2[CH:27]=[N:28][CH:29]=[CH:30][CH:31]=2)[CH2:12][C:13]2[CH:25]=[CH:24][C:16]([O:17][CH2:18][C:19]([O:21]CC)=[O:20])=[CH:15][CH:14]=2)(=[O:9])=[O:8])=[CH:3][CH:2]=1.[OH-].[Na+].[CH2:35](O)[CH3:36]>O1CCCC1>[CH2:35]([CH:18]([O:17][C:16]1[CH:15]=[CH:14][C:13]([CH2:12][CH:11]([NH:10][S:7]([C:4]2[CH:5]=[CH:6][C:1]([CH3:32])=[CH:2][CH:3]=2)(=[O:9])=[O:8])[C:26]2[CH:27]=[N:28][CH:29]=[CH:30][CH:31]=2)=[CH:25][CH:24]=1)[C:19]([OH:21])=[O:20])[CH3:36] |f:1.2|. Procedure: Ethyl 4-[2-(4-toluene sulfonamido)-2-(3-pyridyl)ethyl]phenoxyacetate (90 mg) was dissolved in 2 ml of ethanol and 2 ml of tetrahydrofuran, followed by addition of 0.30 ml of aqueous 2N sodium hydroxide solution, and stirred at room temperature for one hour. The solvent was concentrated under reduced pressure, and neutralized with 2N hydrogen chloride. Then, the crystalline deposited was taken out by filtration, to yield 80 mg of ethyl 4-[2-(4-toluene sulfonamido)-2-(3-pyridyl)- ethyl]phenoxyacet... Reactants: CC(C)(C)c1cnc(C(=O)O)o1, N. The product is CC(C)(C)c1cnc(C(N)=O)o1. RXN SMILES: [C:1]([CH3:2])([CH3:3])([CH3:4])[c:5]1[cH:6][n:7][c:8]([C:10](=[O:11])[OH:12])[o:9]1.[NH3:13]>>[C:1]([CH3:2])([CH3:3])([CH3:4])[c:5]1[cH:6][n:7][c:8]([C:10](=[O:12])[NH2:13])[o:9]1. Starting materials: O=C(n1ccnc1)n1ccnc1, COCCCN1CCC(N)CC1, CN(C)C=O, ClCCl, Nc1c(Cl)cc(C(=O)O)c2nccn12. The product is COCCCN1CCC(NC(=O)c2cc(Cl)c(N)n3ccnc23)CC1. Reaction SMILES: [C:15]([n:16]1[cH:17][cH:18][n:19][cH:20]1)([n:21]1[cH:22][cH:23][n:24][cH:25]1)=[O:26].[CH3:27][O:28][CH2:29][CH2:30][CH2:31][N:32]1[CH2:33][CH2:34][CH:35]([NH2:38])[CH2:36][CH2:37]1.[CH3:39][N:40]([CH3:41])[CH:42]=[O:43].[Cl:44][CH2:45][Cl:46].[NH2:1][c:2]1[c:3]([Cl:14])[cH:4][c:5]([C:11](=[O:12])[OH:13])[c:6]2[n:7]1[cH:8][cH:9][n:10]2>>[NH2:1][c:2]1[c:3]([Cl:14])[cH:4][c:5]([C:11](=[O:13])[NH:38][CH:35]2[CH2:34][CH2:33][N:32]([CH2:31][CH2:30][CH2:29][O:28][CH3:27])[CH2:37][CH2:36]2)[c:6]2[n:7]1[cH:8][cH:9][n:10]2. Reactants: C(C)OC(=O)C1(CCNCC1)CCOC (4-(2-methoxy-ethyl)-piperidine-4-carboxylic acid ethyl ester), FC(C1=C(C=CC=C1)S(=O)(=O)Cl)(F)F (2-trifluoromethyl-benzenesulfonyl chloride), FC(C(OC1=CC=C(C=C1)N)C)(F)F (4-(2,2,2-trifluoro-1-methyl-ethoxy)-phenylamine). Product: FC(C1=C(C=CC=C1)S(=O)(=O)N1CCC2(CCN(C2=O)C2=CC=C(C=C2)OC(C(F)(F)F)C)CC1)(F)F (8-(2-Trifluoromethyl-benzenesulfonyl)-2-[4-(2,2,2-trifluoro-1-methyl-ethoxy)-phenyl]-2,8-diaza-spiro[4.5]decan-1-one). Procedure: Light brown solid. MS (ESI): 551.14 (MH+). This example was prepared in analogy to example 1 step C) to D) from 4-(2-methoxy-ethyl)-piperidine-4-carboxylic acid ethyl ester (example 1 step B)), 2-trifluoromethyl-benzenesulfonyl chloride and 4-(2,2,2-trifluoro-1-methyl-ethoxy)-phenylamine. As a reaction SMILES: C(O[C:4]([C:6]1([CH2:12][CH2:13]OC)[CH2:11][CH2:10][NH:9][CH2:8][CH2:7]1)=[O:5])C.[F:16][C:17]([F:29])([F:28])[C:18]1[CH:23]=[CH:22][CH:21]=[CH:20][C:19]=1[S:24](Cl)(=[O:26])=[O:25].[F:30][C:31]([F:43])([F:42])[CH:32]([CH3:41])[O:33][C:34]1[CH:39]=[CH:38][C:37]([NH2:40])=[CH:36][CH:35]=1>>[F:16][C:17]([F:29])([F:28])[C:18]1[CH:23]=[CH:22][CH:21]=[CH:20][C:19]=1[S:24]([N:9]1[CH2:8][CH2:7][C:6]2([C:4](=[O:5])[N:40]([C:37]3[CH:38]=[CH:39][C:34]([O:33][CH:32]([CH3:41])[C:31]([F:30])([F:42])[F:43])=[CH:35][CH:36]=3)[CH2:13][CH2:12]2)[CH2:11][CH2:10]1)(=[O:26])=[O:25]. Starting materials: C(C)C1C(C(CCC1)=CO)=O (2-ethyl-6-(hydroxymethylene)cyclohexanone), O (water), C(CCC)S (butylmercaptan), C1(=CC=C(C=C1)S(=O)(=O)O)C (p-toluenesulfonic acid). Solvent: C1=CC=CC=C1 (benzene). Product: C(CCC)SC=C1C(C(CCC1)CC)=O (2-[(Butylthio)methylene]-6-ethylcyclohexanone). As a reaction SMILES: [CH2:1]([CH:3]1[CH2:8][CH2:7][CH2:6][C:5](=[CH:9]O)[C:4]1=[O:11])[CH3:2].[CH2:12]([SH:16])[CH2:13][CH2:14][CH3:15].C1(C)C=CC(S(O)(=O)=O)=CC=1.O>C1C=CC=CC=1>[CH2:12]([S:16][CH:9]=[C:5]1[CH2:6][CH2:7][CH2:8][CH:3]([CH2:1][CH3:2])[C:4]1=[O:11])[CH2:13][CH2:14][CH3:15]. Reported procedure: A solution of 2-ethyl-6-(hydroxymethylene)cyclohexanone (43.0 g, 0.277 mole), described in Example 2, butylmercaptan (28.6 g, 0.318 mole) and p-toluenesulfonic acid (50 mg) in dry benzene (200 ml) is heated at reflux under nitrogen for 4 hr using a Dean-Stark water separator. The reaction mixture is cooled and washed with saturated aqueous sodium bicarbonate (50 ml), water and brine, then dried (MgSO4). After removal of the solvent at reduced pressure the residue is distilled to give the title c... The solvent is CN(C=O)C (N,N-dimethylformamide). Yields the product COC(CC=1N(C2=C(C=NC=3C=CC=CC23)N1)CC(C)C)C (2-(2-Methoxypropyl)-1-(2-methylpropyl)-1H-imidazo[4,5-c]quinoline). Procedure: α-Methyl-1-(2-methylpropyl)-1H-imidazo[4,5c]quinoline-2-ethanol (6.5 g, 23 mmol, Example 74) was dissolved in N,N-dimethylformamide (50 mL) then cooled to 0° C. Sodium hydride (0.8 g, 25 mmol), 80% dispersion in mineral oil) was added and the resulting mixture was stirred at 0° C. for about 1 hour. Methyl iodide (2.2 mL, 34 mmol) was added and the resulting mixture was stirred at 0° C. for about 1 hour and then allowed to warm to room temperature. The reaction was quenched with water and then di... Starting materials: [H-].[Na+] (Sodium hydride), CC(CC=1N(C2=C(C=NC=3C=CC=CC23)N1)CC(C)C)O (α-Methyl-1-(2-methylpropyl)-1H-imidazo[4,5-c]quinoline-2-ethanol), CI (Methyl iodide). Conditions: temperature 0 celsius, time 1 hour. As a reaction SMILES: [CH3:1][CH:2]([OH:21])[CH2:3][C:4]1[N:5]([CH2:17][CH:18]([CH3:20])[CH3:19])[C:6]2[C:15]3[CH:14]=[CH:13][CH:12]=[CH:11][C:10]=3[N:9]=[CH:8][C:7]=2[N:16]=1.[H-].[Na+].[CH3:24]I>CN(C)C=O>[CH3:24][O:21][CH:2]([CH3:1])[CH2:3][C:4]1[N:5]([CH2:17][CH:18]([CH3:20])[CH3:19])[C:6]2[C:15]3[CH:14]=[CH:13][CH:12]=[CH:11][C:10]=3[N:9]=[CH:8][C:7]=2[N:16]=1 |f:1.2|. The yield is 43.9%. The solvent is O1C(CCCC1)CO (tetrahydropyran-2-methanol), O1C(CCCC1)CO (tetrahydropyran-2-methanol). Reaction SMILES: [CH3:1][C:2]1[C:8](=[O:9])[C:7]2[N:10]3[C@@:14]([O:21][CH3:22])([C@H:15]([CH2:16][O:17][C:18]([NH2:20])=[O:19])[C:6]=2[C:4](=[O:5])[C:3]=1[O:24][CH3:25])[C@H:13]1[NH:23][C@H:12]1[CH2:11]3.[OH-].[K+].[C:28](=[O:30])=O>O1CCCCC1CO>[C:18](=[O:17])([OH:19])[NH2:20].[OH:17][CH2:16][CH:15]1[C:6]2[C:4](=[O:5])[C:3]([O:24][CH2:25][CH:4]3[CH:3]=[CH:2][CH:1]=[CH:28][O:30]3)=[C:2]([CH3:1])[C:8](=[O:9])[C:7]=2[N:10]2[CH2:11][CH:12]3[NH:23][CH:13]3[C:14]12[O:21][CH3:22] |f:1.2,5.6|. Isolated yield 46.0%. Reported procedure: A solution of mitomycin A (100 mg or 0.286 mmole) in 4 ml of tetrahydropyran-2-methanol was stirred at room temperature and under nitrogen for 45 minutes with 240 mg of a 1.6% solution of KOH in tetrahydropyran-2-methanol. The reaction mixture was decomposed with excess dry ice while immersing the flask into a water bath at room temperature. The reaction mixture was chromatographed on a silica gel column using CHCl3 and then CHCl3 -MeOH 9.5:0.5. The product was further purified by preparative th... Yields the product C(N)(O)=O.OCC1C2(N(C=3C(C(=C(C(C13)=O)OCC1OC=CC=C1)C)=O)CC1C2N1)OC (1,1a,2,8,8a,8b-Hexahydro-8-(hydroxymethyl)-8a-methoxy-5-methyl-6-[(2-pyranyl)methoxy]-azirino[2',3':3,4]pyrrolo[1,2-a]indole-4,7-dione carbamate). The reactants are C(=O)=O (dry ice), CC1=C(C(=O)C2=C(C1=O)N3C[C@H]4[C@@H]([C@@]3([C@@H]2COC(=O)N)OC)N4)OC (mitomycin A), solution, [OH-].[K+] (KOH).